From a dataset of the Open Reaction Database (ORD), a public repository of structured organic reaction records. describe an organic reaction: reactants, conditions, products, and yield Starting materials: [I-].[K+] (potassium iodide), O(C1=CC=CC=C1)CCCBr (3-phenoxypropyl bromide), C([O-])(O)=O.[Na+] (sodium bicarbonate), ClC1=CC2=C(SC3=C(C=CC=C3)C3(CCNCC3)C2=O)C=C1 (2-chloro-10,11-dihydro-11-oxospiro[dibenz(b,f)thiepin-10,4'-piperidine]), base. Run in O (water), CN(C=O)C (dimethylformamide). Run at time 16 hour. The product is ClC1=CC2=C(SC3=C(C=CC=C3)C3(CCN(CC3)CCCOC3=CC=CC=C3)C2=O)C=C1 (2-chloro-10,11-dihydro-11-oxo-1'-(3-phenoxypropyl)spiro[dibenz(b,f)thiepin-10,4'-piperidine]). As a reaction SMILES: [O:1]([CH2:8][CH2:9][CH2:10]Br)[C:2]1[CH:7]=[CH:6][CH:5]=[CH:4][CH:3]=1.[Cl:12][C:13]1[CH:33]=[CH:32][C:16]2[S:17][C:18]3[CH:23]=[CH:22][CH:21]=[CH:20][C:19]=3[C:24]3([C:30](=[O:31])[C:15]=2[CH:14]=1)[CH2:29][CH2:28][NH:27][CH2:26][CH2:25]3.C(=O)(O)[O-].[Na+].[I-].[K+]>CN(C)C=O.O>[Cl:12][C:13]1[CH:33]=[CH:32][C:16]2[S:17][C:18]3[CH:23]=[CH:22][CH:21]=[CH:20][C:19]=3[C:24]3([C:30](=[O:31])[C:15]=2[CH:14]=1)[CH2:25][CH2:26][N:27]([CH2:10][CH2:9][CH2:8][O:1][C:2]1[CH:7]=[CH:6][CH:5]=[CH:4][CH:3]=1)[CH2:28][CH2:29]3 |f:2.3,4.5|. Procedure: A solution of 1.6 g of 3-phenoxypropyl bromide in 10 ml of diemthylformamide is added, portionwise over a 20 minute span to a mixture, at 80° C., of 2.1 g of 2-chloro-10,11-dihydro-11-oxospiro[dibenz(b,f)thiepin-10,4'-piperidine], free base of Example 5, 2.1 g of sodium bicarbonate and 1.7 g of potassium iodide, in 15 ml of dimethylformamide. After total addition, the reaction mixture is stirred at 80°-85° C. for 16 hours. Thereafter, the mixture is cooled in an ice bath before being diluted wit... The reactants are FC1=CC=C(CCC2=C(C(=O)OC)C=C(C=C2)CBr)C=C1 (methyl 2-(4-fluorophenethyl)-5-bromomethylbenzoate), C1(=CC=CC=C1)P(C1=CC=CC=C1)C1=CC=CC=C1 (triphenylphosphine). Solvent: C1(=CC=CC=C1)C (toluene). Product: [Br-].COC(=O)C=1C=C(C[P+](C2=CC=CC=C2)(C2=CC=CC=C2)C2=CC=CC=C2)C=CC1CCC1=CC=C(C=C1)F (3-methoxycarbonyl-4-[2-(4-fluorophenyl)ethyl]benzyl triphenylphosphonium bromide). The yield is 96.0%. Reaction SMILES: [F:1][C:2]1[CH:21]=[CH:20][C:5]([CH2:6][CH2:7][C:8]2[CH:17]=[CH:16][C:15]([CH2:18][Br:19])=[CH:14][C:9]=2[C:10]([O:12][CH3:13])=[O:11])=[CH:4][CH:3]=1.[C:22]1([P:28]([C:35]2[CH:40]=[CH:39][CH:38]=[CH:37][CH:36]=2)[C:29]2[CH:34]=[CH:33][CH:32]=[CH:31][CH:30]=2)[CH:27]=[CH:26][CH:25]=[CH:24][CH:23]=1>C1(C)C=CC=CC=1>[Br-:19].[CH3:13][O:12][C:10]([C:9]1[CH:14]=[C:15]([CH:16]=[CH:17][C:8]=1[CH2:7][CH2:6][C:5]1[CH:20]=[CH:21][C:2]([F:1])=[CH:3][CH:4]=1)[CH2:18][P+:28]([C:29]1[CH:30]=[CH:31][CH:32]=[CH:33][CH:34]=1)([C:35]1[CH:40]=[CH:39][CH:38]=[CH:37][CH:36]=1)[C:22]1[CH:23]=[CH:24][CH:25]=[CH:26][CH:27]=1)=[O:11] |f:3.4|. Procedure: A mixture of methyl 2-(4-fluorophenethyl)-5-bromomethylbenzoate (2.5 g; 7.1 mmol) and triphenylphosphine (2.1 g; 7.9 mmol) in toluene (50 ml) was heated at reflux for 3 hours. The solvent was evaporated and the residue was triturated in diethyl ether, filtered and washed three times with diethylether to give 3-methoxycarbonyl-4-[2-(4-fluorophenyl)ethyl]benzyl triphenylphosphonium bromide as a white solid. Yield=96%. Reactants: FC(S(=O)(=O)OC1=CC(=CC=C1)C1=NC=CC(=C1)C1=C(SC2=C1CC(CC2=O)(C)C)N2CCOCC2)(F)F (3-[4-(5,5-Dimethyl-2-(morpholin-4-yl)-7-oxo-4,5,6,7-tetrahydro-1-benzothien-3-yl)pyridin-2-yl]phenyl Trifluoromethanesulfonate), C(C)(C)(C)OC(=O)NC1CNCC1 (3-(tert-butoxycarbonylamino)-pyrrolidine), CC(C)([O-])C.[K+] (potassium tert-butoxide), Cl (HCl), CCOCC (Et2O). The reagents and catalysts are CC(=O)O.CC(C)(C)P(C1=CC=CC=C1C2=CC=CC=[C-]2)C(C)(C)C.[Pd] (acetato(2′-di-tert-butylphosphino-1,1′-biphenyl-2-yl)palladium(II)). Solvent: O1CCOCC1 (1,4-dioxane). Conditions: time 18 hour. Product: Cl.NC1CN(CC1)C=1C=C(C=CC1)C1=NC=CC(=C1)C1=C(SC2=C1CC(CC2=O)(C)C)N2CCOCC2 (3-{2-[3-(3-Aminopyrrolidin-1-yl)phenyl]pyridin-4-yl}-5,5-dimethyl-2-(morpholin-4-yl)-5,6-dihydro-1-benzothiophen-7(4H)-one, Hydrochloride Salt). Isolated yield 38.0%. As a reaction SMILES: FC(F)(F)S(O[C:7]1[CH:12]=[CH:11][CH:10]=[C:9]([C:13]2[CH:18]=[C:17]([C:19]3[C:23]4[CH2:24][C:25]([CH3:30])([CH3:29])[CH2:26][C:27](=[O:28])[C:22]=4[S:21][C:20]=3[N:31]3[CH2:36][CH2:35][O:34][CH2:33][CH2:32]3)[CH:16]=[CH:15][N:14]=2)[CH:8]=1)(=O)=O.C(OC([NH:46][CH:47]1[CH2:51][CH2:50][NH:49][CH2:48]1)=O)(C)(C)C.CC(C)([O-])C.[K+].[ClH:58].CCOCC>O1CCOCC1.CC(O)=O.CC(P(C(C)(C)C)C1C(C2[C-]=CC=CC=2)=CC=CC=1)(C)C.[Pd]>[ClH:58].[NH2:46][CH:47]1[CH2:51][CH2:50][N:49]([C:7]2[CH:8]=[C:9]([C:13]3[CH:18]=[C:17]([C:19]4[C:23]5[CH2:24][C:25]([CH3:29])([CH3:30])[CH2:26][C:27](=[O:28])[C:22]=5[S:21][C:20]=4[N:31]4[CH2:32][CH2:33][O:34][CH2:35][CH2:36]4)[CH:16]=[CH:15][N:14]=3)[CH:10]=[CH:11][CH:12]=2)[CH2:48]1 |f:2.3,7.8.9,10.11|. Procedure details: A mixture of Example 360 (100 mg, 0.18 mmol), 3-(tert-butoxycarbonylamino)-pyrrolidine (66 mg, 0.35 mmol), potassium tert-butoxide (28 mg, 0.25 mmol) and acetato(2′-di-tert-butylphosphino-1,1′-biphenyl-2-yl)palladium(II) (20 mg, 0.043 mmol) in 1,4-dioxane (2.0 mL) was heated in a sealed tube at 100° C., under microwave irradiation, for 2 h. The solvent was removed in vacuo and the residue was purified by column chromatography (SiO2, 0-100% EtOAc/heptane). The obtained solid was taken up in DCM (...